From a dataset of the Open Reaction Database (ORD), a public repository of structured organic reaction records. describe an organic reaction: reactants, conditions, products, and yield Starting materials: P(=S)(N)(N)N (thiophosphoramide), N (ammonia), ClC1=CC(=C(C=C1)O)C (4-chloro-2-methylphenol), [H-].[Na+] (sodium hydride), P(=S)(Cl)(Cl)Cl (thiophosphoryl chloride), oil, P(=S)(N)(N)N (thiophosphoramide), P(=S)([O-])([O-])Cl (chlorothiophosphate), [H-].[Na+] (sodium hydride). Run in CCCCCC (hexane), C1(=CC=CC=C1)C (toluene), CCCCCC (hexane), CCOCC (ether), O1CCCC1 (tetrahydrofuran). Run at time 3 hour. The product is O(P(OC1=C(C=C(C=C1)Cl)C)(=S)NP(=O)(OC1=C(C=C(C=C1)Cl)C)OC1=C(C=C(C=C1)Cl)C)C1=C(C=C(C=C1)Cl)C (tetrakis (4-chloro-2-methylphenyl) thioimidodiphosphate). RXN SMILES: [Cl:1][C:2]1[CH:7]=[CH:6][C:5]([OH:8])=[C:4]([CH3:9])[CH:3]=1.[H-].[Na+].P(Cl)(Cl)(Cl)=S.[P:17]([NH2:21])(N)(N)=[S:18].N.[P:23](Cl)([O-:26])([O-:25])=S>CCCCCC.C1(C)C=CC=CC=1.CCOCC.O1CCCC1>[O:8]([C:5]1[CH:6]=[CH:7][C:2]([Cl:1])=[CH:3][C:4]=1[CH3:9])[P:17]([NH:21][P:23]([O:26][C:5]1[CH:6]=[CH:7][C:2]([Cl:1])=[CH:3][C:4]=1[CH3:9])([O:8][C:5]1[CH:6]=[CH:7][C:2]([Cl:1])=[CH:3][C:4]=1[CH3:9])=[O:25])(=[S:18])[O:8][C:5]1[CH:6]=[CH:7][C:2]([Cl:1])=[CH:3][C:4]=1[CH3:9] |f:1.2|. Reported procedure: 4-chloro-2-methylphenol (142.5 g) was dissolved in a mixture of hexane (200 cm3) and toluene (400 cm3) and sodium hydride (30.0 g of 80% suspension in mineral oil) was added. After stirring for 3 hrs, this suspension was added during 2 hr to a stirred solution of thiophosphoryl chloride (84.5 g) in hexane (100 cm3). The mixture was stirred for a further 18 hrs at ambient temperature, then diluted with ether (1000 cm3), filtered, and concentrated by distillation of solvents under reduced pressure... Reaction SMILES: [CH3:28][CH2:29][O:30][CH2:31][CH3:32].[CH3:7][OH:8].[Cl:9][CH:10]=[CH:11][CH2:12][CH2:13][O:14][c:15]1[cH:16][c:17]([CH:21]([CH2:22][CH2:23][CH2:24][CH2:25][CH3:26])[OH:27])[cH:18][cH:19][cH:20]1.[SH:1][CH2:2][CH2:3][C:4](=[O:5])[OH:6]>>[S:1]([CH2:2][CH2:3][C:4](=[O:5])[OH:6])[CH2:10][CH:11]=[CH:12][CH2:13][O:14][c:15]1[cH:16][c:17]([CH:21]([CH2:22][CH2:23][CH2:24][CH2:25][CH3:26])[OH:27])[cH:18][cH:19][cH:20]1. Yields the product CCCCCC(O)c1cccc(OCC=CCSCCC(=O)O)c1. Reactants: CCOCC, CO, CCCCCC(O)c1cccc(OCCC=CCl)c1, O=C(O)CCS. Isolated yield 103.5%. As a reaction SMILES: [CH3:1][N:2]1[CH:6]=[CH:5][N:4]=[CH:3]1.[F:7][C:8]([F:28])([F:27])[C:9]([F:26])([F:25])[C:10]([F:24])([F:23])[C:11]([F:22])([F:21])[C:12]([F:20])([F:19])[C:13]([F:18])([F:17])[CH2:14][CH2:15][I:16]>C1(C)C=CC=CC=1>[I-:16].[CH3:1][N+:2]1[CH:6]=[CH:5][N:4]([CH2:15][CH2:14][C:13]([F:17])([F:18])[C:12]([F:19])([F:20])[C:11]([F:21])([F:22])[C:10]([F:23])([F:24])[C:9]([F:26])([F:25])[C:8]([F:28])([F:27])[F:7])[CH:3]=1 |f:3.4|. Starting materials: CN1C=NC=C1 (1-Methylimidazole), FC(C(C(C(C(C(CCI)(F)F)(F)F)(F)F)(F)F)(F)F)(F)F (1,1,1,2,2,3,3,4,4,5,5,6,6-Tridecafluoro-8-iodooctane). Conditions: temperature 110 celsius, time 24 hour. Product: [I-].C[N+]1=CN(C=C1)CCC(C(C(C(C(C(F)(F)F)(F)F)(F)F)(F)F)(F)F)(F)F (1-methyl-3-(3,3,4,4,5,5,6,6,7,7,8,8,8-tridecafluorooctyl)imidazolium iodide). Procedure: 1-Methylimidazole (4.32 g, 0.52 mol) was partially dissolved in reagent-grade toluene (50 ml) in a large round-bottomed flask and stirred vigorously. 1,1,1,2,2,3,3,4,4,5,5,6,6-Tridecafluoro-8-iodooctane (26 g, 0.053 mol) was added, and the mixture was heated under reflux at 110 degrees C. for 24 hours. The solvent was removed under vacuum giving 1-methyl-3-(3,3,4,4,5,5,6,6,7,7,8,8,8-tridecafluorooctyl)imidazolium iodide (30.5 g) as a waxy solid. Potassium 1,1,2,2-tetrafluoroethanesulfonate (TFES... Solvent: C1(=CC=CC=C1)C (toluene). Reactants: C(C1=CC=CC=C1)OC1(CC1)C1=C(C=C(C=C1)C#CC1=CC=C(C(=O)OCC)C=C1)C (ethyl 4-[4-(1-benzyloxycyclopropyl)-3-methyl-phenylethynyl]-benzoate), C(C1=CC=CC=C1)OC1(CC1)C1=C(C=C(C=C1)C#CC1=CC=C(C(=O)OCC)C=C1)C (ethyl 4-[4-(1-benzyloxycyclopropyl)-3-methyl-phenylethynyl]-benzoate), [OH-].[Na+] (NaOH), aqueous solution. The solvent is C(C)O (ethanol), O1CCCC1 (tetrahydrofuran). Conditions: time 8 hour. Product: C(C1=CC=CC=C1)C1(OC1)C1=C(C=C(C=C1)C#CC1=CC=C(C(=O)O)C=C1)C (4-[4-(1-Benzyloxacyclopropyl)-3-methyl-phenylethynyl]-benzoic acid). The yield is 153.3%. RXN SMILES: [CH2:1]([O:8][C:9]1([C:12]2[CH:17]=[CH:16][C:15]([C:18]#[C:19][C:20]3[CH:30]=[CH:29][C:23]([C:24]([O:26]CC)=[O:25])=[CH:22][CH:21]=3)=[CH:14][C:13]=2[CH3:31])[CH2:11]C1)C1C=CC=CC=1.[OH-].[Na+]>C(O)C.O1CCCC1>[CH2:11]([C:9]1([C:12]2[CH:17]=[CH:16][C:15]([C:18]#[C:19][C:20]3[CH:21]=[CH:22][C:23]([C:24]([OH:26])=[O:25])=[CH:29][CH:30]=3)=[CH:14][C:13]=2[CH3:31])[CH2:1][O:8]1)[C:12]1[CH:17]=[CH:16][CH:15]=[CH:14][CH:13]=1 |f:1.2|. Procedure details: Using General Procedure I; a solution of ethyl 4-[4-(1-benzyloxycyclopropyl)-3-methyl-phenylethynyl]-benzoate (Compound 79, 68.0 mg, 0.17 mmol) in ethanol (3 mL) and tetrahydrofuran (3 mL) was treated with NaOH (360.0 mg, 9.0 mmols, 3.0 mL of a 3N aqueous solution) and stirred overnight at room temperature. Work-up afforded 48.0 mg (76%) of the title compound as a solid. Starting materials: FC1=C(C=CC=C1)NS(=O)(=O)C=1C=C(C(=O)O)C=CC1 (3-{[(2-fluorophenyl)amino]sulfonyl}benzoic acid), 2-(3H-[1,2,3]triazolo[4,5-h]pyridin-3-yl)-1,1,3,3-tetramethylisouronium hexafluorophosphate(V), C1[C@@H]2N(CCN1)CCC2 ((R)-octahydropyrrolo[1,2-a]pyrazine). Solvent: CN(C(C)=O)C (N,N-dimethylacetamide), CC1OCCC1 (2-methyltetrahydrofuran), CC1OCCC1 (2-methyltetrahydrofuran). Reaction conditions: time 3 hour. The product is FC1=C(C=CC=C1)NS(=O)(=O)C1=CC(=CC=C1)C(=O)N1C[C@@H]2N(CC1)CCC2 (N-(2-fluorophenyl)-3-[(8aR)-hexahydropyrrolo[1,2-a]pyrazin-2(1H)-ylcarbonyl]benzenesulfonamide). RXN SMILES: [F:1][C:2]1[CH:7]=[CH:6][CH:5]=[CH:4][C:3]=1[NH:8][S:9]([C:12]1[CH:13]=[C:14]([CH:18]=[CH:19][CH:20]=1)[C:15]([OH:17])=O)(=[O:11])=[O:10].[CH2:21]1[NH:26][CH2:25][CH2:24][N:23]2[CH2:27][CH2:28][CH2:29][C@H:22]12>CN(C)C(=O)C.CC1CCCO1>[F:1][C:2]1[CH:7]=[CH:6][CH:5]=[CH:4][C:3]=1[NH:8][S:9]([C:12]1[CH:20]=[CH:19][CH:18]=[C:14]([C:15]([N:26]2[CH2:25][CH2:24][N:23]3[CH2:27][CH2:28][CH2:29][C@@H:22]3[CH2:21]2)=[O:17])[CH:13]=1)(=[O:10])=[O:11]. Procedure details: To a mixture of 3-{[(2-fluorophenyl)amino]sulfonyl}benzoic acid (800 mg, 2.71 mmol) and 2-(3H-[1,2,3]triazolo[4,5-h]pyridin-3-yl)-1,1,3,3-tetramethylisouronium hexafluorophosphate(V) (1133 mg, 2.98 mmol) in N,N-dimethylacetamide (6.5 mL) and 2-methyltetrahydrofuran (19.5 mL) was added (R)-octahydropyrrolo[1,2-a]pyrazine (479 mg, 3.79 mmol). The reaction was stirred at room temperature for 3 hours, diluted with 2-methyltetrahydrofuran (5 mL), and washed with saturated bicarbonate (2×25 mL). The c... Starting materials: ClC=1C=C(C2=C(CC(O2)(C)CO)C1)OC ((±)-(5-chloro-7-methoxy-2-methyl-2,3-dihydro-1-benzofuran-2-yl)methanol), Intermediate 45, C1(=CC=C(C=C1)S(=O)(=O)Cl)C (p-toluenesulfonyl chloride), C(C)(C)N(CC)C(C)C (diisopropylethylamine). The reagents and catalysts are CN(C1=CC=NC=C1)C (4-(dimethylamino)pyridine). Product: CC1=CC=C(C=C1)S(=O)(=O)OCC1(OC2=C(C1)C=C(C=C2OC)Cl)C ((±)-(5-chloro-7-methoxy-2-methyl-2,3-dihydro-1-benzofuran-2-yl)methyl 4-methylbenzenesulfonate). Yield: 76.7%. Reaction SMILES: [Cl:1][C:2]1[CH:3]=[C:4]([O:14][CH3:15])[C:5]2[O:9][C:8]([CH2:11][OH:12])([CH3:10])[CH2:7][C:6]=2[CH:13]=1.[C:16]1([CH3:26])[CH:21]=[CH:20][C:19]([S:22](Cl)(=[O:24])=[O:23])=[CH:18][CH:17]=1.C(N(C(C)C)CC)(C)C>CN(C)C1C=CN=CC=1>[CH3:26][C:16]1[CH:21]=[CH:20][C:19]([S:22]([O:12][CH2:11][C:8]2([CH3:10])[CH2:7][C:6]3[CH:13]=[C:2]([Cl:1])[CH:3]=[C:4]([O:14][CH3:15])[C:5]=3[O:9]2)(=[O:24])=[O:23])=[CH:18][CH:17]=1. Procedure: Treatment of 4-chloro-2-methoxyphenol (15.00 g, 0.10 mol) with sodium hydride (4.4 g, 0.11 mol, 60 wt. %) and 3-chloro-2-methylpropene (12.00 g, 0.12 mol) generally according to the procedure described for Intermediate 13 provided 19.3 g (91%) of 4-chloro-2-methoxy-1-[(2-methylprop-2-enyl)oxy]benzene as a colorless oil. Treatment of the allyl ether in refluxing mesitylene generally according to the procedure described for Intermediate 8 afforded 15.5 g (78%) of 4-chloro-2-methoxy-6-(2-methylprop... Starting materials: C(C)OC([C@H](CC1=CC=C(C=C1)C#CCCl)OC)=O ((2S)-3-[4-(3-Chloro-prop-1-ynyl)-phenyl]-2-methoxy-propionic acid ethyl ester), FC(C1=CC=C(OC2=CC=C(C=C2)O)C=C1)(F)F (4-(4-trifluoromethylPhenoxy)-phenol). Product: CO[C@H](C(=O)O)CC1=CC=C(C=C1)C#CCOC1=CC=C(C=C1)OC1=CC=C(C=C1)C(F)(F)F ((2S)-2-Methoxy-3-(4-{3-[4-(4-trifluoromethyl-phenoxy)-phenoxy]-prop-1-ynyl}-phenyl)-propionic acid). As a reaction SMILES: C([O:3][C:4](=[O:19])[C@@H:5]([O:17][CH3:18])[CH2:6][C:7]1[CH:12]=[CH:11][C:10]([C:13]#[C:14][CH2:15]Cl)=[CH:9][CH:8]=1)C.[F:20][C:21]([F:37])([F:36])[C:22]1[CH:35]=[CH:34][C:25]([O:26][C:27]2[CH:32]=[CH:31][C:30]([OH:33])=[CH:29][CH:28]=2)=[CH:24][CH:23]=1>>[CH3:18][O:17][C@@H:5]([CH2:6][C:7]1[CH:8]=[CH:9][C:10]([C:13]#[C:14][CH2:15][O:33][C:30]2[CH:31]=[CH:32][C:27]([O:26][C:25]3[CH:34]=[CH:35][C:22]([C:21]([F:20])([F:36])[F:37])=[CH:23][CH:24]=3)=[CH:28][CH:29]=2)=[CH:11][CH:12]=1)[C:4]([OH:3])=[O:19]. Reported procedure: The title compound was prepared from (2S)-3-[4-(3-Chloro-prop-1-ynyl)-phenyl]-2-methoxy-propionic acid ethyl ester from Example 5 Step A and 4-(4-trifluoromethylPhenoxy)-phenol in a manner analogous to that described for Example 5, Step B. MS(ES) for C26H21F3O5 [M−H]−: 469.2